This data is from the Open Reaction Database (ORD), a public repository of structured organic reaction records. The task is: describe an organic reaction: reactants, conditions, products, and yield Starting materials: C1(=CC=CC=C1)C1=NNC(S1)C(=O)OCC (Ethyl 2,3-dihydro-5-phenyl-1,3,4-thiadiazole-2-carboxylate), C(C)(=O)SCCC(=O)Cl (3-acetylthiopropanoyl chloride). Procedure details: A solution of the product of step (a) (2.36g) in toluene (100ml) was treated with polyvinylpyridine (2.0g) and 3-acetylthiopropanoyl chloride (1.7g) and the mixture stirred at room temperature for 4 hours. The mixture was filtered and the filtrate stirred with a saturated solution of sodium bicarbonate (100ml) for 1 hour. The organic phase was separated, washed with water, dried and evaporated to a gum. The residue was purified by flash chromatography to give the sub-title product (2.62g) as an ... The product is C(C)(=O)SCCC(=O)N1C(SC(=N1)C1=CC=CC=C1)C(=O)OCC (Ethyl 3-(3-acetylthio-1-oxopropyl)-2,3-dihydro-5-phenyl-1,3,4-thiadiazole-2-carboxylate). RXN SMILES: [C:1]1([C:7]2[S:11][CH:10]([C:12]([O:14][CH2:15][CH3:16])=[O:13])[NH:9][N:8]=2)[CH:6]=[CH:5][CH:4]=[CH:3][CH:2]=1.[C:17]([S:20][CH2:21][CH2:22][C:23](Cl)=[O:24])(=[O:19])[CH3:18]>C1(C)C=CC=CC=1>[C:17]([S:20][CH2:21][CH2:22][C:23]([N:9]1[N:8]=[C:7]([C:1]2[CH:2]=[CH:3][CH:4]=[CH:5][CH:6]=2)[S:11][CH:10]1[C:12]([O:14][CH2:15][CH3:16])=[O:13])=[O:24])(=[O:19])[CH3:18]. Run in C1(=CC=CC=C1)C (toluene). Isolated yield 71.6%. Conditions: time 4 hour.